From a dataset of the Open Reaction Database (ORD), a public repository of structured organic reaction records. describe an organic reaction: reactants, conditions, products, and yield The reactants are C(C(C)C)C(=O)C (methyl isobutyl ketone), 66g, CC(C#C)=C (3-methyl-3-buten-1-yne), [OH-].[K+] (potassium hydroxide). Solvent: C1(=CC=CC=C1)C (toluene). Reaction conditions: temperature -20 celsius, time 1.5 hour. Yields the product CC(C)CC(C#CC(=C)C)(O)C (2,4,7-trimethyl-7-octen-5-yn-4-ol). Yield: 78.4%. RXN SMILES: [OH-:1].[K+].[CH3:3][C:4](=[CH2:7])[C:5]#[CH:6].[CH2:8]([C:12]([CH3:14])=O)[CH:9]([CH3:11])[CH3:10]>C1(C)C=CC=CC=1>[CH3:10][CH:9]([CH2:8][C:12]([CH3:14])([OH:1])[C:6]#[C:5][C:4]([CH3:7])=[CH2:3])[CH3:11] |f:0.1|. Procedure: 400 ml of anhydrous toluene and 200 g of powdered potassium hydroxide are added to a 2 liter round flask which is provided with a stirrer, condenser, thermometer and dropping funnel. The mixture is cooled to -20° C. and there are now added thereto at a temperature between -20° C. and -10° C. 66g (1 mol) of 3-methyl-3-buten-1-yne [A. F. Thompson jun. N. A. Milas, Ida Rovno, J. Am. Chem. Soc. 63, (1941), 752-755]. The mixture is held at a temperature of -10° C. for 1.5 hours while stirring and the... The reactants are Brc1cccc2[nH]ncc12, CC(=O)[O-], CC(=O)[O-], OB(O)c1ccc(OCc2ccccc2)c(F)c1, ClCCl, [Cu+2], c1ccncc1. Yields the product Fc1cc(-n2ncc3c(Br)cccc32)ccc1OCc1ccccc1. As a reaction SMILES: [Br:1][c:2]1[c:3]2[cH:4][n:5][nH:6][c:7]2[cH:8][cH:9][cH:10]1.[C:38]([O-:39])(=[O:40])[CH3:41].[C:43]([O-:44])(=[O:45])[CH3:46].[CH2:11]([c:12]1[cH:13][cH:14][cH:15][cH:16][cH:17]1)[O:18][c:19]1[c:20]([F:28])[cH:21][c:22]([B:25]([OH:26])[OH:27])[cH:23][cH:24]1.[Cl:35][CH2:36][Cl:37].[Cu+2:42].[cH:29]1[cH:30][cH:31][n:32][cH:33][cH:34]1>>[Br:1][c:2]1[c:3]2[cH:4][n:5][n:6](-[c:22]3[cH:21][c:20]([F:28])[c:19]([O:18][CH2:11][c:12]4[cH:13][cH:14][cH:15][cH:16][cH:17]4)[cH:24][cH:23]3)[c:7]2[cH:8][cH:9][cH:10]1.